From a dataset of the Open Reaction Database (ORD), a public repository of structured organic reaction records. describe an organic reaction: reactants, conditions, products, and yield Procedure: To a mixture of 41.1 g (0.15 mole) of 2,4-diphenyl-5-pyrimidyl methyl ketone in 500 ml methanol stirred at 5°-10° was added over 20 minutes 11.4 g (0.30 mole) sodium borohydride. The resulting solution was stirred at 5°-10° for 30 minutes and then stirred at ambient temperatures for 2 hours. The solvents were removed in vacuo and the residue was partitioned between 500 ml CHCl3 and 500 ml water. The aqueous layer was extracted with two 500 ml portions of CHCl3. The combined CHCl3 extracts were w... The product is CC(O)C=1C(=NC(=NC1)C1=CC=CC=C1)C1=CC=CC=C1 (α-Methyl-2,4-diphenyl-5-pyrimidinemethanol). Run in CO (methanol). Starting materials: CC(=O)C=1C(=NC(=NC1)C1=CC=CC=C1)C1=CC=CC=C1 (2,4-diphenyl-5-pyrimidyl methyl ketone), [BH4-].[Na+] (sodium borohydride). As a reaction SMILES: [CH3:1][C:2]([C:4]1[C:5]([C:16]2[CH:21]=[CH:20][CH:19]=[CH:18][CH:17]=2)=[N:6][C:7]([C:10]2[CH:15]=[CH:14][CH:13]=[CH:12][CH:11]=2)=[N:8][CH:9]=1)=[O:3].[BH4-].[Na+]>CO>[CH3:1][CH:2]([C:4]1[C:5]([C:16]2[CH:21]=[CH:20][CH:19]=[CH:18][CH:17]=2)=[N:6][C:7]([C:10]2[CH:15]=[CH:14][CH:13]=[CH:12][CH:11]=2)=[N:8][CH:9]=1)[OH:3] |f:1.2|.